describe an organic reaction: reactants, conditions, products, and yield From a dataset of the Open Reaction Database (ORD), a public repository of structured organic reaction records. The reactants are C(C)(C)(C)OC(C[C@H]1C[C@H](C1)C(=O)O[C@@H](C)C1=CC=CC=C1)=O ((S)-1-phenylethyl cis-3-(2-(tert-butoxy)-2-oxoethyl)cyclobutanecarboxylate). The reagents and catalysts are [C].[Pd] (palladium-carbon). Solvent: CO (MeOH). Conditions: time 2 hour. The product is C(C)(C)(C)OC(C[C@H]1C[C@H](C1)C(=O)O)=O (cis-3-(2-(tert-butoxy)-2-oxoethyl)cyclobutanecarboxylic acid). Yield: 99.1%. As a reaction SMILES: [C:1]([O:5][C:6](=[O:23])[CH2:7][C@@H:8]1[CH2:11][C@H:10]([C:12]([O:14][C@H](C2C=CC=CC=2)C)=[O:13])[CH2:9]1)([CH3:4])([CH3:3])[CH3:2]>CO.[C].[Pd]>[C:1]([O:5][C:6](=[O:23])[CH2:7][C@@H:8]1[CH2:9][C@H:10]([C:12]([OH:14])=[O:13])[CH2:11]1)([CH3:4])([CH3:2])[CH3:3] |f:2.3|. Reported procedure: A mixture of (S)-1-phenylethyl cis-3-(2-(tert-butoxy)-2-oxoethyl)cyclobutanecarboxylate (1.8 g, 5.65 mmol) and 10% palladium-carbon (0.602 g, 5.65 mmol, 50% wet) in MeOH (20 mL) was stirred at room temperature for 2 hr under hydrogen atmosphere (1 atm). The catalyst was removed by filtration, and the filtrate was concentrated under reduced pressure to give cis-3-(2-(tert-butoxy)-2-oxoethyl)cyclobutanecarboxylic acid (1.200 g, 5.60 mmol, 99%) as a colorless oil. 1H NMR (300 MHz, CDCl3): δ1.43 (9H... Reactants: CCCP(=O)(O)O, CCN(C(C)C)C(C)C, COCN(c1cc(Cl)cnc1C(=O)O)S(=O)(=O)c1ccc(Cl)c(C(F)(F)F)c1, ClCCl, c1ccc2c(c1)NCCO2. The product is COCN(c1cc(Cl)cnc1C(=O)N1CCOc2ccccc21)S(=O)(=O)c1ccc(Cl)c(C(F)(F)F)c1. RXN SMILES: [CH2:48]([P:49]([OH:50])(=[O:51])[OH:52])[CH2:53][CH3:54].[CH:39]([N:40]([CH2:41][CH3:42])[CH:43]([CH3:44])[CH3:45])([CH3:46])[CH3:47].[Cl:1][c:2]1[cH:3][c:4]([N:11]([CH2:12][O:13][CH3:14])[S:15](=[O:16])(=[O:17])[c:18]2[cH:19][c:20]([C:25]([F:26])([F:27])[F:28])[c:21]([Cl:24])[cH:22][cH:23]2)[c:5]([C:8](=[O:9])[OH:10])[n:6][cH:7]1.[Cl:55][CH2:56][Cl:57].[O:29]1[CH2:30][CH2:31][NH:32][c:33]2[c:34]1[cH:35][cH:36][cH:37][cH:38]2>>[Cl:1][c:2]1[cH:3][c:4]([N:11]([CH2:12][O:13][CH3:14])[S:15](=[O:16])(=[O:17])[c:18]2[cH:19][c:20]([C:25]([F:26])([F:27])[F:28])[c:21]([Cl:24])[cH:22][cH:23]2)[c:5]([C:8](=[O:10])[N:32]2[CH2:31][CH2:30][O:29][c:34]3[c:33]2[cH:38][cH:37][cH:36][cH:35]3)[n:6][cH:7]1.